This data is from the Open Reaction Database (ORD), a public repository of structured organic reaction records. The task is: describe an organic reaction: reactants, conditions, products, and yield The reactants are CCOC(=O)C(C)(C)Oc1ccc(CCN)cc1, O=C(O)Cc1cnc(-c2ccc(C(F)(F)F)cc2)nc1C1CC1, FC(F)(F)c1ccc(-c2ncc(CCl)c(C3CC3)n2)cc1. The product is CCOC(=O)C(C)(C)Oc1ccc(CCNC(=O)Cc2cnc(-c3ccc(C(F)(F)F)cc3)nc2C2CC2)cc1. RXN SMILES: [CH2:1]([CH3:2])[O:3][C:4]([C:5]([CH3:6])([CH3:7])[O:8][c:9]1[cH:10][cH:11][c:12]([CH2:15][CH2:16][NH2:17])[cH:13][cH:14]1)=[O:18].[CH:19]1([c:22]2[n:23][c:24](-[c:32]3[cH:33][cH:34][c:35]([C:38]([F:39])([F:40])[F:41])[cH:36][cH:37]3)[n:25][cH:26][c:27]2[CH2:28][C:29](=[O:30])[OH:31])[CH2:20][CH2:21]1.[Cl:42][CH2:43][c:44]1[c:45]([CH:46]2[CH2:47][CH2:48]2)[n:49][c:50](-[c:51]2[cH:52][cH:53][c:54]([C:55]([F:56])([F:57])[F:58])[cH:59][cH:60]2)[n:61][cH:62]1>>[CH2:1]([CH3:2])[O:3][C:4]([C:5]([CH3:6])([CH3:7])[O:8][c:9]1[cH:10][cH:11][c:12]([CH2:15][CH2:16][NH:17][C:29]([CH2:28][c:27]2[c:22]([CH:19]3[CH2:20][CH2:21]3)[n:23][c:24](-[c:32]3[cH:33][cH:34][c:35]([C:38]([F:39])([F:40])[F:41])[cH:36][cH:37]3)[n:25][cH:26]2)=[O:30])[cH:13][cH:14]1)=[O:18]. Starting materials: C(C1=CC=CC=C1)C(C(=O)OCC)C(CC(=O)OCC)=O (diethyl 2-benzyl-3-oxopentanedioate), C(C)N(S(=O)(=O)C=1C=NC(=CC1)NN)C1=CC=CC=C1 (N-ethyl-6-hydrazino-N-phenylpyridine-3-sulfonamide), C(C)(=O)[O-] (acetate). Product: C(C1=CC=CC=C1)C1=C(NN(C1=O)C1=NC=C(C=C1)S(N(C1=CC=CC=C1)CC)(=O)=O)CC(=O)OCC (ethyl (4-benzyl-1-{5-[ethyl(phenyl)sulfamoyl]pyridin-2-yl}-5-oxo-2,5-dihydro-1H-pyrazol-3-yl)acetate). RXN SMILES: [CH2:1]([CH:8]([C:14](=O)[CH2:15][C:16]([O:18][CH2:19][CH3:20])=[O:17])[C:9]([O:11]CC)=O)[C:2]1[CH:7]=[CH:6][CH:5]=[CH:4][CH:3]=1.[CH2:22]([N:24]([C:36]1[CH:41]=[CH:40][CH:39]=[CH:38][CH:37]=1)[S:25]([C:28]1[CH:29]=[N:30][C:31]([NH:34][NH2:35])=[CH:32][CH:33]=1)(=[O:27])=[O:26])[CH3:23].C([O-])(=O)C>>[CH2:1]([C:8]1[C:9](=[O:11])[N:34]([C:31]2[CH:32]=[CH:33][C:28]([S:25](=[O:27])(=[O:26])[N:24]([CH2:22][CH3:23])[C:36]3[CH:41]=[CH:40][CH:39]=[CH:38][CH:37]=3)=[CH:29][N:30]=2)[NH:35][C:14]=1[CH2:15][C:16]([O:18][CH2:19][CH3:20])=[O:17])[C:2]1[CH:3]=[CH:4][CH:5]=[CH:6][CH:7]=1. Reported procedure: According to the process described in Example 1.3, starting with 5 g (17.1 mmol) of diethyl 2-benzyl-3-oxopentanedioate and 5 g (17.1 mmol) of N-ethyl-6-hydrazino-N-phenylpyridine-3-sulfonamide, 3 g of ethyl 4-benzyl-1-{5-[ethyl(phenyl)sulfamoyl]pyridin-2-yl}-5-oxo-2,5-dihydro-1H-pyrazol-3-yl)acetate are obtained in the form of a white powder.